Dataset: the Open Reaction Database (ORD), a public repository of structured organic reaction records. Task: describe an organic reaction: reactants, conditions, products, and yield The reactants are CCOCC, Cl[Cu], Cc1ccc(F)c(N)c1Cl, Cl, O=N[O-], [Na+], O. Yields the product Cc1ccc(F)c(Cl)c1Cl. Reaction SMILES: [CH3:15][CH2:16][O:17][CH2:18][CH3:19].[Cl:22][Cu:23].[Cl:5][c:6]1[c:7]([NH2:14])[c:8]([F:13])[cH:9][cH:10][c:11]1[CH3:12].[ClH:20].[N:1]([O-:2])=[O:3].[Na+:4].[OH2:21]>>[Cl:5][c:6]1[c:7]([Cl:20])[c:8]([F:13])[cH:9][cH:10][c:11]1[CH3:12]. Starting materials: C(O)CN (ethanolamine), C(=O)O (formic acid), C(=O)C(C(=O)OCC)=[N+]=[N-] (ethyl α-formyldiazoacetate). The solvent is CO (methanol), CO (methanol). Reaction conditions: time 2 day. Yields the product OCCN1N=NC(=C1)C(=O)OCC (Ethyl 1-(2-Hydroxyethyl)-1,2,3-triazole-4-carboxylate). Yield: 74.9%. As a reaction SMILES: [CH2:1]([CH2:3][NH2:4])[OH:2].C(O)=O.[CH:8]([C:10](=[N+:16]=[N-:17])[C:11]([O:13][CH2:14][CH3:15])=[O:12])=O>CO>[OH:2][CH2:1][CH2:3][N:4]1[CH:8]=[C:10]([C:11]([O:13][CH2:14][CH3:15])=[O:12])[N:16]=[N:17]1. Procedure: A solution of ethanolamine (60 ml, 1 mole) in methanol (320 ml) at 5° was treated with formic acid until a pH of 5 was obtained. A solution of ethyl α-formyldiazoacetate (crude, approximately 0.3 mole) in methanol (320 ml) was then added and the mixture stirred at room temperature for two days. The mixture was then evaporated, chloroform (1 liter), then water (200 ml) was added and the mixture was treated with sodium bicarbonate until a pH of 7 was reached. The phases were separated and the aque... The reactants are CN1CCNCC1 (N-methylpiperazine), C(C)(=O)SCCN(C(N[C@H](C(=O)O)C)=O)CCC1CCCCC1 ((2S)-2-[3-[2-(acetylthio)ethyl]-3-(2-cyclohexylethyl)ureido]propionic acid), ON1N=NC2=C1C=CC=C2 (1-hydroxybenzotriazole), CN1CCOCC1 (N-methylmorpholine), Cl.C(C)N=C=NCCCN(C)C (1-ethyl-3-(3-dimethylaminopropyl)carbodiimide hydrochloride). The solvent is C(Cl)Cl (methylene chloride). Conditions: time 8 hour. Product: C(C)(=O)SCCN(C(N[C@H](C(=O)N1CCN(CC1)C)C)=O)CCC1CCCCC1 (1-[(2S)-2-[3-[2-(Acetylthio)ethyl]-3-(2-cyclohexylethyl)ureido]propionyl]-4-methylpiperazine). The yield is 78.0%. Reaction SMILES: [CH3:1][N:2]1[CH2:7][CH2:6][NH:5][CH2:4][CH2:3]1.ON1C2C=CC=CC=2N=N1.CN1CCOCC1.Cl.C(N=C=NCCCN(C)C)C.[C:37]([S:40][CH2:41][CH2:42][N:43]([CH2:52][CH2:53][CH:54]1[CH2:59][CH2:58][CH2:57][CH2:56][CH2:55]1)[C:44](=[O:51])[NH:45][C@@H:46]([CH3:50])[C:47]([OH:49])=O)(=[O:39])[CH3:38]>C(Cl)Cl>[C:37]([S:40][CH2:41][CH2:42][N:43]([CH2:52][CH2:53][CH:54]1[CH2:59][CH2:58][CH2:57][CH2:56][CH2:55]1)[C:44](=[O:51])[NH:45][C@@H:46]([CH3:50])[C:47]([N:5]1[CH2:6][CH2:7][N:2]([CH3:1])[CH2:3][CH2:4]1)=[O:49])(=[O:39])[CH3:38] |f:3.4|. Procedure details: In anhydrous methylene chloride (5 ml) are dissolved (2S)-2-[3-[2-(acetylthio)ethyl]-3-(2-cyclohexylethyl)ureido]propionic acid (Compound No. 7-1, 826 mg), N-methylpiperazine (0.27 ml) and 1-hydroxybenzotriazole (357 mg) under a nitrogen atmosphere. To the solution are added N-methylmorpholine (0.29 ml) and 1-ethyl-3-(3-dimethylaminopropyl)carbodiimide hydrochloride (506 mg) successively under ice cooling, and the mixture is stirred at room temperature overnight. The reaction mixture is concentr... The reactants are NCCC(=O)OC (methyl β-alaninate), C1(=CC=CC=C1)S(=O)(=O)Cl (phenylsulfonyl chloride). Yields the product C1(=CC=CC=C1)S(=O)(=O)NCCC(=O)OC (N-(phenylsulfonyl)-β-alanine, methyl ester), product. Isolated yield 86.0%. RXN SMILES: [NH2:1][CH2:2][CH2:3][C:4]([O:6][CH3:7])=[O:5].[C:8]1([S:14](Cl)(=[O:16])=[O:15])[CH:13]=[CH:12][CH:11]=[CH:10][CH:9]=1>>[C:8]1([S:14]([NH:1][CH2:2][CH2:3][C:4]([O:6][CH3:7])=[O:5])(=[O:16])=[O:15])[CH:13]=[CH:12][CH:11]=[CH:10][CH:9]=1. Reported procedure: N-(phenylsulfonyl)-β-alanine, methyl ester (23) was prepared from methyl β-alaninate and phenylsulfonyl chloride on a 32 mmol scale in the manner described above in Example 13 to yield 6.76 g (86%) of product. The reactants are [OH-].[Na+] (Sodium hydroxide), C(C)OC(=O)C1CC2CC=3NN=CC3C(C1)N2S(=O)(=O)C2=CC=C(C=C2)Cl (12-(4-chloro-benzenesulfonyl)-4,5,12-triaza-tricyclo[6.3.1.02,6]dodeca-2(6),3-diene-10-carboxylic acid ethyl ester). Run in C1CCOC1 (THF). Conditions: time 4 hour. The product is ClC1=CC=C(C=C1)S(=O)(=O)N1C2C=3C=NNC3CC1CC(C2)C(=O)O (12-(4-chloro-benzenesulfonyl)-4,5,12-triaza-tricyclo[6.3.1.02,6]dodeca-2(6),3-diene-10-carboxylic acid). As a reaction SMILES: [OH-].[Na+].C([O:5][C:6]([CH:8]1[CH2:18][CH:17]2[N:19]([S:20]([C:23]3[CH:28]=[CH:27][C:26]([Cl:29])=[CH:25][CH:24]=3)(=[O:22])=[O:21])[CH:10]([CH2:11][C:12]3[NH:13][N:14]=[CH:15][C:16]=32)[CH2:9]1)=[O:7])C>C1COCC1>[Cl:29][C:26]1[CH:27]=[CH:28][C:23]([S:20]([N:19]2[CH:10]3[CH2:9][CH:8]([C:6]([OH:7])=[O:5])[CH2:18][CH:17]2[C:16]2[CH:15]=[N:14][NH:13][C:12]=2[CH2:11]3)(=[O:22])=[O:21])=[CH:24][CH:25]=1 |f:0.1|. Procedure: Sodium hydroxide (0.5 mL, 3 N solution) was added to a solution 12-(4-chloro-benzenesulfonyl)-4,5,12-triaza-tricyclo[6.3.1.02,6]dodeca-2(6),3-diene-10-carboxylic acid ethyl ester (321 mg, 0.783 mmol) in THF (2 mL). The resulting mixture was stirred at room temperature for 4 h. The reaction mixture was extracted with EtOAc (2×5 mL) and the combined organic phases were dried (Na2SO4), filtered, concentrated and purified by preparative HPLC to give 12-(4-chloro-benzenesulfonyl)-4,5,12-triaza-tricyc... Reactants: COC(CC1=C(C(=CC=C1)N)N)OC (3-(2,2-Dimethoxy-ethyl)-benzene-1,2-diamine), C(=O)(N1C=NC=C1)N1C=NC=C1 (carbonyldiimidazole). Conditions: time 18 hour. Product: COC(CC1=CC=CC=2NC(NC21)=O)OC (4-(2,2-dimethoxy-ethyl)-1,3-dihydro-benzoimidazol-2-one). Yield: 37.6%. As a reaction SMILES: [CH3:1][O:2][CH:3]([O:13][CH3:14])[CH2:4][C:5]1[CH:10]=[CH:9][CH:8]=[C:7]([NH2:11])[C:6]=1[NH2:12].[C:15](N1C=CN=C1)(N1C=CN=C1)=[O:16]>>[CH3:14][O:13][CH:3]([O:2][CH3:1])[CH2:4][C:5]1[C:6]2[NH:12][C:15](=[O:16])[NH:11][C:7]=2[CH:8]=[CH:9][CH:10]=1. Procedure details: 3-(2,2-Dimethoxy-ethyl)-benzene-1,2-diamine (1.03 g, 5.26 mmol) was dissolved in dTHF and carbonyldiimidazole (935 mg, 5.77 mmol) added. The mixture was stirred at rt for 18 hours. The solvent was removed and the crude material chromatographed to afford 4-(2,2-dimethoxy-ethyl)-1,3-dihydro-benzoimidazol-2-one as a colorless solid (440 mg, 38%). 1H NMR (CDCl3) δ 3.03 (2H, d, J=5.2 Hz), 3.40 (6H, s), 4.58 (1H, t, J=5.2 Hz), 6.86-6.89 (m, 1H), 6.96-7.02 (m, 2H), 9.29 (br s, 1H), 10.28 (br s, 1H). MS...